Dataset: the Open Reaction Database (ORD), a public repository of structured organic reaction records. Task: describe an organic reaction: reactants, conditions, products, and yield The reactants are [Li+].C[Si](C)(C)[N-][Si](C)(C)C (LHMDS), Cl (hydrochloric acid), C(C)(=O)C1=CN(C2=CC=C(C=C12)Cl)S(=O)(=O)C1=CC=CC=C1 (3-acetyl-1-benzenesulfonyl-5-chloroindole), COC1=C(C(=O)Cl)C=CC=C1 (2-methoxybenzoylchloride). Solvent: C1CCOC1 (THF), O (water), C1CCOC1 (THF). Conditions: temperature 0 celsius, time 30 minute. The product is C1(=CC=CC=C1)S(=O)(=O)N1C=C(C2=CC(=CC=C12)Cl)C(CC(=O)C1=C(C=CC=C1)OC)=O (1-(1-Benzenesulfonyl-5-chloroindol-3-yl)-3-(2-methoxyphenyl)-propan-1,3-dione). The yield is 22.8%. RXN SMILES: [C:1]([C:4]1[C:12]2[C:7](=[CH:8][CH:9]=[C:10]([Cl:13])[CH:11]=2)[N:6]([S:14]([C:17]2[CH:22]=[CH:21][CH:20]=[CH:19][CH:18]=2)(=[O:16])=[O:15])[CH:5]=1)(=[O:3])[CH3:2].[Li+].C[Si]([N-][Si](C)(C)C)(C)C.[CH3:33][O:34][C:35]1[CH:43]=[CH:42][CH:41]=[CH:40][C:36]=1[C:37](Cl)=[O:38].Cl>C1COCC1.O>[C:17]1([S:14]([N:6]2[C:7]3[C:12](=[CH:11][C:10]([Cl:13])=[CH:9][CH:8]=3)[C:4]([C:1](=[O:3])[CH2:2][C:37]([C:36]3[CH:40]=[CH:41][CH:42]=[CH:43][C:35]=3[O:34][CH3:33])=[O:38])=[CH:5]2)(=[O:16])=[O:15])[CH:22]=[CH:21][CH:20]=[CH:19][CH:18]=1 |f:1.2|. Procedure details: A solution of 500 mg (1.5 mmol) of 3-acetyl-1-benzenesulfonyl-5-chloroindole in THF (5 ml) was cooled it −78° C. Subsequently, to the reaction mixture was added 1.8 ml (1.8 mmol) of 1M LHMDS in THF. The solution was gradually warmed to 0° C. and cooled again to −78° C. To the solution was added 310 mg (1.8 mmol) of 2-methoxybenzoylchloride. The reaction mixyure was warmed to room temperature. After 30 minutes, the mixture was treated with water and acidified with 6 N hydrochloric acid. The mixtu... Reactants: COc1cc2c(cc1OCc1ccccc1)N=CC1CCCCN1C2=O, ClCCl, [Na+], O=C([O-])O. Product: COc1cc2c(cc1O)N=CC1CCCCN1C2=O. Reaction SMILES: [CH2:1]([c:2]1[cH:3][cH:4][cH:5][cH:6][cH:7]1)[O:8][c:9]1[c:10]([O:25][CH3:26])[cH:11][c:12]2[c:13]([cH:24]1)[N:14]=[CH:15][CH:16]1[N:17]([C:18]2=[O:19])[CH2:20][CH2:21][CH2:22][CH2:23]1.[Cl:32][CH2:33][Cl:34].[Na+:31].[O-:27][C:28]([OH:29])=[O:30]>>[OH:8][c:9]1[c:10]([O:25][CH3:26])[cH:11][c:12]2[c:13]([cH:24]1)[N:14]=[CH:15][CH:16]1[N:17]([C:18]2=[O:19])[CH2:20][CH2:21][CH2:22][CH2:23]1. Reactants: B, COC(C)(C)OC, COc1ccc(N)c([N+](=O)[O-])c1, Cc1ccccc1, CCOC(C)=O, CCCCCC, Nc1ccc(F)cc1[N+](=O)[O-], O=C(O)C(F)(F)F, c1ccncc1. The product is COc1ccc(NC(C)C)c([N+](=O)[O-])c1. RXN SMILES: [BH3:27].[CH3:13][O:14][C:15]([CH3:16])([CH3:17])[O:18][CH3:19].[CH3:1][O:2][c:3]1[cH:4][cH:5][c:6]([NH2:7])[c:8]([N+:10]([O-:11])=[O:12])[cH:9]1.[CH3:39][c:40]1[cH:41][cH:42][cH:43][cH:44][cH:45]1.[CH3:52][CH2:53][O:54][C:55]([CH3:56])=[O:57].[CH3:58][CH2:59][CH2:60][CH2:61][CH2:62][CH3:63].[F:28][c:29]1[cH:30][cH:31][c:32]([NH2:33])[c:34]([N+:35]([O-:36])=[O:37])[cH:38]1.[OH:20][C:21]([C:22]([F:23])([F:24])[F:25])=[O:26].[cH:46]1[cH:47][cH:48][n:49][cH:50][cH:51]1>>[CH3:1][O:2][c:3]1[cH:4][cH:5][c:6]([NH:7][CH:15]([CH3:16])[CH3:17])[c:8]([N+:10]([O-:11])=[O:12])[cH:9]1. The reactants are CCOC(=O)CCNC, CCOC(=O)C(C)(C)C(=O)Cl, c1ccncc1. Product: CCOC(=O)CCN(C)C(=O)C(C)(C)C(=O)OCC. Reaction SMILES: [CH2:1]([CH3:2])[O:3][C:4]([CH2:5][CH2:6][NH:7][CH3:8])=[O:9].[Cl:10][C:11](=[O:12])[C:13]([C:14](=[O:15])[O:16][CH2:17][CH3:18])([CH3:19])[CH3:20].[cH:21]1[cH:22][cH:23][n:24][cH:25][cH:26]1>>[CH2:1]([CH3:2])[O:3][C:4]([CH2:5][CH2:6][N:7]([CH3:8])[C:11](=[O:12])[C:13]([C:14](=[O:15])[O:16][CH2:17][CH3:18])([CH3:19])[CH3:20])=[O:9].